This data is from the Open Reaction Database (ORD), a public repository of structured organic reaction records. The task is: describe an organic reaction: reactants, conditions, products, and yield The reactants are O=C([O-])[O-], ClC(Cl)Cl, [K+], [K+], NOS(=O)(=O)O, O, O, Cc1ccc(S(=O)(=O)O)cc1, c1c[nH]cn1. Product: Cc1ccc(S(=O)(=O)O)cc1, Nn1ccnc1. As a reaction SMILES: [C:1](=[O:2])([O-:3])[O-:4].[CH:31]([Cl:32])([Cl:33])[Cl:34].[K+:5].[K+:6].[NH2:12][O:13][S:14]([OH:15])(=[O:16])=[O:17].[OH2:18].[OH2:30].[c:19]1([CH3:29])[cH:20][cH:21][c:22]([S:25](=[O:26])(=[O:27])[OH:28])[cH:23][cH:24]1.[nH:7]1[cH:8][n:9][cH:10][cH:11]1>>[c:19]1([CH3:29])[cH:20][cH:21][c:22]([S:25](=[O:26])(=[O:27])[OH:28])[cH:23][cH:24]1.[n:7]1([NH2:12])[cH:8][n:9][cH:10][cH:11]1. Starting materials: [BH4-], CCO, O=Cc1ccc(Cl)c(Cl)c1, CCOC(=O)CCc1ccc(Oc2ccc(N)cn2)cc1, [Na+], O. The product is CCOC(=O)CCc1ccc(Oc2ccc(NCc3ccc(Cl)c(Cl)c3)cn2)cc1. Reaction SMILES: [BH4-:32].[CH3:35][CH2:36][OH:37].[Cl:1][c:2]1[cH:3][c:4]([CH:5]=[O:6])[cH:7][cH:8][c:9]1[Cl:10].[NH2:11][c:12]1[cH:13][cH:14][c:15]([O:18][c:19]2[cH:20][cH:21][c:22]([CH2:25][CH2:26][C:27](=[O:28])[O:29][CH2:30][CH3:31])[cH:23][cH:24]2)[n:16][cH:17]1.[Na+:33].[OH2:34]>>[Cl:1][c:2]1[cH:3][c:4]([CH2:5][NH:11][c:12]2[cH:13][cH:14][c:15]([O:18][c:19]3[cH:20][cH:21][c:22]([CH2:25][CH2:26][C:27](=[O:28])[O:29][CH2:30][CH3:31])[cH:23][cH:24]3)[n:16][cH:17]2)[cH:7][cH:8][c:9]1[Cl:10].